This data is from the Open Reaction Database (ORD), a public repository of structured organic reaction records. The task is: describe an organic reaction: reactants, conditions, products, and yield Starting materials: C([O-])(O)=O.[Na+] (sodium bicarbonate), N1=CC=CC=C1 (pyridine), C(C)(=O)Cl (acetyl chloride), C(C)NC=1N=CC2=C(N3CCC[C@H]3CN(C2=O)C2=CC(=CC=C2)OC2CCNCC2)N1 ((S)-9-Ethylamino-5-[3-(piperidin-4-yloxy)phenyl]-1,2,3,3a,4,5-hexahydro-5,8,10,10b-tetraazabenzo[e]azulen-6-one). The solvent is ClCCl (dichloromethane). Run at temperature 0 celsius, time 30 minute. Yields the product C(C)(=O)N1CCC(CC1)OC=1C=C(C=CC1)N1C(C2=C(N3CCC[C@H]3C1)N=C(N=C2)NCC)=O ((S)-5-[3-(1-Acetylpiperidin-4-yloxy)phenyl]-9-ethylamino-1,2,3,3a,4,5-hexahydro-5,8,10,10b-tetraazabenzo[e]azulen-6-one). Isolated yield 98.9%. As a reaction SMILES: [CH2:1]([NH:3][C:4]1[N:5]=[CH:6][C:7]2[C:16](=[O:17])[N:15]([C:18]3[CH:23]=[CH:22][CH:21]=[C:20]([O:24][CH:25]4[CH2:30][CH2:29][NH:28][CH2:27][CH2:26]4)[CH:19]=3)[CH2:14][C@H:13]3[N:9]([CH2:10][CH2:11][CH2:12]3)[C:8]=2[N:31]=1)[CH3:2].N1C=CC=CC=1.[C:38](Cl)(=[O:40])[CH3:39].C(=O)(O)[O-].[Na+]>ClCCl>[C:38]([N:28]1[CH2:29][CH2:30][CH:25]([O:24][C:20]2[CH:19]=[C:18]([N:15]3[CH2:14][C@H:13]4[N:9]([CH2:10][CH2:11][CH2:12]4)[C:8]4[N:31]=[C:4]([NH:3][CH2:1][CH3:2])[N:5]=[CH:6][C:7]=4[C:16]3=[O:17])[CH:23]=[CH:22][CH:21]=2)[CH2:26][CH2:27]1)(=[O:40])[CH3:39] |f:3.4|. Reported procedure: Compound 147 (50.0 mg, 0.118 mmol) obtained in Example 147 was dissolved in dichloromethane (3 mL), cooled to 0° C., and stirred at 0° C. for 30 minutes after adding pyridine (0.0110 mL, 0.142 mmol) and acetyl chloride (0.0100 mL, 0.142 mmol). A saturated aqueous sodium bicarbonate solution was added to the mixture, and the mixture was extracted with chloroform. The organic layer was dried over anhydrous magnesium sulfate and concentrated under reduced pressure. The resulting residue was then pu... Reactants: COC=1C=C(C=CC1)B(O)O (3-Methoxyphenyl boronic acid), BrC1=C(C=CC=C1)[N+](=O)[O-] (1-bromonitrobenzene), C(=O)([O-])[O-].[K+].[K+] (K2CO3). The reagents and catalysts are C=1C=CC(=CC1)[P](C=2C=CC=CC2)(C=3C=CC=CC3)[Pd]([P](C=4C=CC=CC4)(C=5C=CC=CC5)C=6C=CC=CC6)([P](C=7C=CC=CC7)(C=8C=CC=CC8)C=9C=CC=CC9)[P](C=1C=CC=CC1)(C=1C=CC=CC1)C=1C=CC=CC1 (Pd(PPh3)4). Run in O (H2O), COCCOC (ethylene glycol dimethyl ether), O (water). Run at temperature 110 celsius. Yields the product COC=1C=C(C=CC1)C1=C(C=CC=C1)[N+](=O)[O-] (2-(3-Methoxyphenyl)nitrobenzene). As a reaction SMILES: [CH3:1][O:2][C:3]1[CH:4]=[C:5](B(O)O)[CH:6]=[CH:7][CH:8]=1.Br[C:13]1[CH:18]=[CH:17][CH:16]=[CH:15][C:14]=1[N+:19]([O-:21])=[O:20].C([O-])([O-])=O.[K+].[K+]>O.COCCOC.C1C=CC([P]([Pd]([P](C2C=CC=CC=2)(C2C=CC=CC=2)C2C=CC=CC=2)([P](C2C=CC=CC=2)(C2C=CC=CC=2)C2C=CC=CC=2)[P](C2C=CC=CC=2)(C2C=CC=CC=2)C2C=CC=CC=2)(C2C=CC=CC=2)C2C=CC=CC=2)=CC=1>[CH3:1][O:2][C:3]1[CH:4]=[C:5]([C:13]2[CH:18]=[CH:17][CH:16]=[CH:15][C:14]=2[N+:19]([O-:21])=[O:20])[CH:6]=[CH:7][CH:8]=1 |f:2.3.4,^1:38,40,59,78|. Reported procedure: 3-Methoxyphenyl boronic acid (7.4 g, 48.71 mmol), 1-bromonitrobenzene (10.25 g, 40.59 mmol) and K2CO3 (28.05 g, 202.9 mmol) were dissolved in H2O (85 mL) and ethylene glycol dimethyl ether (170 mL). The solution was degassed, Pd(PPh3)4 (1.7 g, 1.50 mmol) was added and the vessel was heated to 110° C. under argon for 5 hours. The reaction was cooled, diluted with water and extracted with EtOAc (3×). The combined organic extracts were dried over Na2SO4, filtered and concentrated in vacuo. The resi... The reactants are BrC=1C=2N(C=CC1)N=C(N2)N (8-bromo-[1,2,4]triazolo[1,5-a]pyridin-2-ylamine), CS(=O)(=O)C1=C(C=CC=C1)B(O)O (2-(methylsulfonyl)phenylboronic acid). Product: CS(=O)(=O)C1=C(C=CC=C1)C=1C=2N(C=CC1)N=C(N2)N (8-(2-Methanesulfonyl-phenyl)-[1,2,4]triazolo[1,5-a]pyridin-2-ylamine), solid. Isolated yield 37.0%. As a reaction SMILES: Br[C:2]1[C:3]2[N:4]([N:8]=[C:9]([NH2:11])[N:10]=2)[CH:5]=[CH:6][CH:7]=1.[CH3:12][S:13]([C:16]1[CH:21]=[CH:20][CH:19]=[CH:18][C:17]=1B(O)O)(=[O:15])=[O:14]>>[CH3:12][S:13]([C:16]1[CH:21]=[CH:20][CH:19]=[CH:18][C:17]=1[C:2]1[C:3]2[N:4]([N:8]=[C:9]([NH2:11])[N:10]=2)[CH:5]=[CH:6][CH:7]=1)(=[O:15])=[O:14]. Procedure: 8-(2-Methanesulfonyl-phenyl)-[1,2,4]triazolo[1,5-a]pyridin-2-ylamine was prepared from 8-bromo-[1,2,4]triazolo[1,5-a]pyridin-2-ylamine (0.50 g, 2.3 mmol) and 2-(methylsulfonyl)phenylboronic acid (0.56 g, 2.8 mmol) in a manner analogous to Step 2c. The reaction product was isolated as a pale yellow solid (0.249 g, 37%). 1H NMR (400 MHz, (D3C)2SO, δ, ppm): 8.56 (d, J=6.6 Hz, 1H), 8.10 (d, J=7.8 Hz, 1H), 7.79 (t, J=7.6 Hz, 1H), 7.73 (d, J=7.7 Hz, 1H), 7.48 (d, J=7.3 Hz, 1H), 7.36 (d, J=7.1 Hz, 1H),... Solvent: O1CCCC1 (tetrahydrofuran). Product: C(=O)(OCC)C1OC2=C(C(=CC=C2C(C1)O)OCCCCCOC1=C(C(=C(C=C1)C(C)=O)O)CCC)CCC (2-carboethoxy-7-[5-(2-n-propyl-3-hydroxy-4-acetylphenoxy)pentoxy]-4-hydroxy-8-n-propylchroman). The reagents and catalysts are [Ni] (Raney Nickel). Reported procedure: The compound of Example 2, 14.3 g (0.027 mole), was dissolved in 150 ml tetrahydrofuran and 150 ml ethyl alcohol and hydrogenated using Raney Nickel (4.2 g) at 2 psi. After 24 hours at room temperature, the catalyst was separated by filtration and the solvent stripped to give crude (14.4 g oil). 2.4 of the crude was chromatographed (50% ethyl acetate-hexane) to give 1.4 g (50% yield based on crude taken) of the title compound as an oil. Calc: C, 68.61; H, 7.80. Found: C, 68.34; H, 7.74. Reactants: C(=O)(OCC)C=1OC2=C(C(=CC=C2C(C1)=O)OCCCCCOC1=C(C(=C(C=C1)C(C)=O)O)CCC)CCC (2-carboethoxy-7-[5-(2-n-propyl-3-hydroxy-4-acetylphenoxy)pentoxy]-8-n-propylchromone), C(C)O (ethyl alcohol). Reaction SMILES: [C:1]([C:6]1[O:7][C:8]2[C:13]([C:14](=[O:16])[CH:15]=1)=[CH:12][CH:11]=[C:10]([O:17][CH2:18][CH2:19][CH2:20][CH2:21][CH2:22][O:23][C:24]1[CH:29]=[CH:28][C:27]([C:30](=[O:32])[CH3:31])=[C:26]([OH:33])[C:25]=1[CH2:34][CH2:35][CH3:36])[C:9]=2[CH2:37][CH2:38][CH3:39])([O:3][CH2:4][CH3:5])=[O:2].C(O)C>O1CCCC1.[Ni]>[C:1]([CH:6]1[CH2:15][CH:14]([OH:16])[C:13]2[C:8](=[C:9]([CH2:37][CH2:38][CH3:39])[C:10]([O:17][CH2:18][CH2:19][CH2:20][CH2:21][CH2:22][O:23][C:24]3[CH:29]=[CH:28][C:27]([C:30](=[O:32])[CH3:31])=[C:26]([OH:33])[C:25]=3[CH2:34][CH2:35][CH3:36])=[CH:11][CH:12]=2)[O:7]1)([O:3][CH2:4][CH3:5])=[O:2]. The yield is 50.0%. Conditions: time 24 hour.